Dataset: the Open Reaction Database (ORD), a public repository of structured organic reaction records. Task: describe an organic reaction: reactants, conditions, products, and yield Starting materials: O=C([O-])[O-], CN(C)C=O, ClCc1csc(N2CCOCC2)n1, [K+], [K+], COc1cc(C=O)ccc1O, O. The product is COc1cc(C=O)ccc1OCc1csc(N2CCOCC2)n1. RXN SMILES: [C:14](=[O:15])([O-:16])[O-:17].[CH3:31][N:32]([CH3:33])[CH:34]=[O:35].[Cl:1][CH2:2][c:3]1[n:4][c:5]([N:8]2[CH2:9][CH2:10][O:11][CH2:12][CH2:13]2)[s:6][cH:7]1.[K+:18].[K+:19].[O:20]=[CH:21][c:22]1[cH:23][c:24]([O:25][CH3:26])[c:27]([OH:28])[cH:29][cH:30]1.[OH2:36]>>[CH2:2]([c:3]1[n:4][c:5]([N:8]2[CH2:9][CH2:10][O:11][CH2:12][CH2:13]2)[s:6][cH:7]1)[O:28][c:27]1[c:24]([O:25][CH3:26])[cH:23][c:22]([CH:21]=[O:20])[cH:30][cH:29]1. The reactants are C(#N)C=1N=CN2C1CN(C(C1=C2C=CC=C1)=O)C (3-cyano-5,6-dihydro-5-methyl-6-oxo-4H-imidazo[1,5-a][1,4]benzodiazepine), Cl.NO (hydroxylamine hydrochloride), C(C)O (ethanol), C([O-])([O-])=O.[K+].[K+] (potassium carbonate). Run in O (water). Conditions: time 2 hour. Yields the product CN1CC=2N(C3=C(C1=O)C=CC=C3)C=NC2C(N)=NO (5,6-dihydro-5-methyl-6-oxo-4H-imidazo[1,5-a][1,4]benzodiazepine-3-carboxamide oxime). As a reaction SMILES: [C:1]([C:3]1[N:4]=[CH:5][N:6]2[C:12]3[CH:13]=[CH:14][CH:15]=[CH:16][C:11]=3[C:10](=[O:17])[N:9]([CH3:18])[CH2:8][C:7]=12)#[N:2].Cl.[NH2:20][OH:21].C(O)C.C(=O)([O-])[O-].[K+].[K+]>O>[CH3:18][N:9]1[C:10](=[O:17])[C:11]2[CH:16]=[CH:15][CH:14]=[CH:13][C:12]=2[N:6]2[CH:5]=[N:4][C:3]([C:1](=[N:20][OH:21])[NH2:2])=[C:7]2[CH2:8]1 |f:1.2,4.5.6|. Reported procedure: A mixture of 0.0125 mole 3-cyano-5,6-dihydro-5-methyl-6-oxo-4H-imidazo[1,5-a][1,4]benzodiazepine (prepared as in U.S. Pat. No. 4,316,839), 1.1 g of hydroxylamine hydrochloride, 200 ml of 99% ethanol and 5.2 ml of 20% potassium carbonate solution in water was heated with stirring for two hours. The reaction mixture was filtered and the filtrate was concentrated. The residue was treated with 100 ml of water and the crystalline solid was filtered off and washed with water. The reactants are OC=1C=CC2=C(OC(CO2)CN)C1 (2,3-Dihydro-7-hydroxy-1,4-benzodioxin-2-methanamine), Cl.CC(C)O (HCl IPA), [I-].[Na+] (sodium iodide), ClCCCOC1=CC=C2C=CC(OC2=C1)=O (7-(3-chloropropoxy)coumarin), C(C)(C)N(CC)C(C)C (diisopropylethylamine). Solvent: CO (methanol), C(C)(C)O (isopropanol), CO (methanol), CN(C)C=O (DMF). The product is OC=1C=CC2=C(OC(CO2)CNCCCOC2=CC3=C(C=CC(O3)=O)C=C2)C1 (7-[3-[[(2,3-Dihydro-7-hydroxy-1,4-benzodioxin-2-yl)methyl]amino]propoxy]-2H-1-benzopyran-2-one). Isolated yield 16.0%. RXN SMILES: [OH:1][C:2]1[CH:3]=[CH:4][C:5]2[O:10][CH2:9][CH:8]([CH2:11][NH2:12])[O:7][C:6]=2[CH:13]=1.Cl[CH2:15][CH2:16][CH2:17][O:18][C:19]1[CH:28]=[C:27]2[C:22]([CH:23]=[CH:24][C:25](=[O:29])[O:26]2)=[CH:21][CH:20]=1.C(N(C(C)C)CC)(C)C.[I-].[Na+].Cl.CC(O)C>CN(C=O)C.CO.C(O)(C)C>[OH:1][C:2]1[CH:3]=[CH:4][C:5]2[O:10][CH2:9][CH:8]([CH2:11][NH:12][CH2:15][CH2:16][CH2:17][O:18][C:19]3[CH:20]=[CH:21][C:22]4[CH:23]=[CH:24][C:25](=[O:29])[O:26][C:27]=4[CH:28]=3)[O:7][C:6]=2[CH:13]=1 |f:3.4,5.6|. Procedure details: 2,3-Dihydro-7-hydroxy-1,4-benzodioxin-2-methanamine (3.00 g, 16.6 mmole), 7-(3-chloropropoxy)coumarin (2.95 g, 12.4 mmole), diisopropylethylamine (8.0 ml, 46.0 mmole) and sodium iodide (2.58 g, 17.2 mmole) were combined in 150 ml of DMF and heated at 80°-100° C. for 2 days under a nitrogen atmosphere. The solvent was then removed and replaced with dichloromethane. The mixture was washed with an equal volume of saturated aqueous sodium bicarbonate, with saturated aqueous sodium chloride, dried ov...